From a dataset of the Open Reaction Database (ORD), a public repository of structured organic reaction records. describe an organic reaction: reactants, conditions, products, and yield The reactants are COP(=O)CC(C(=O)OCC1=CC=CC=C1)CCC1=CC=CC=C1 (benzyl 2-((methoxyphosphinyl)methyl)-4-phenylbutanoate), [OH-].[Na+] (sodium hydroxide). Solvent: O (water), CO (methanol). Conditions: temperature 0 celsius, time 45 minute. Product: OP(=O)CC(C(=O)OCC1=CC=CC=C1)CCC1=CC=CC=C1 ((±)-benzyl 2-((hydroxyphosphinyl)methyl)-4-phenylbutanoate), colorless oil. Isolated yield 95.0%. RXN SMILES: C[O:2][PH:3]([CH2:5][CH:6]([CH2:17][CH2:18][C:19]1[CH:24]=[CH:23][CH:22]=[CH:21][CH:20]=1)[C:7]([O:9][CH2:10][C:11]1[CH:16]=[CH:15][CH:14]=[CH:13][CH:12]=1)=[O:8])=[O:4].[OH-].[Na+]>CO.O>[OH:4][PH:3]([CH2:5][CH:6]([CH2:17][CH2:18][C:19]1[CH:24]=[CH:23][CH:22]=[CH:21][CH:20]=1)[C:7]([O:9][CH2:10][C:11]1[CH:12]=[CH:13][CH:14]=[CH:15][CH:16]=1)=[O:8])=[O:2] |f:1.2|. Procedure details: A solution of benzyl 2-((methoxyphosphinyl)methyl)-4-phenylbutanoate (4.02 g, 11.6 mmol) in methanol (20 mL) was cooled in an ice bath and 2.5N aqueous sodium hydroxide (5.1 mL. 12.8 mmol) was added over 10 min. The resulting solution was stirred at 0° C. for 45 min before being diluted with water (150 mL) and washed with a mixture of ether (75 mL) and hexane (25 mL). The aqueous layer was washed with hexane (75 mL), acidified by the addition of 2N aqueous hydrochloric acid (20 mL), and extracte...